This data is from the Open Reaction Database (ORD), a public repository of structured organic reaction records. The task is: describe an organic reaction: reactants, conditions, products, and yield Starting materials: COC(=O)C(Br)CC1CCCC1, [H-], [Na+], C1CCOC1, O, O=c1[nH]ncc2ccccc12. The product is COC(=O)C(CC1CCCC1)n1ncc2ccccc2c1=O. As a reaction SMILES: [CH3:14][O:15][C:16]([CH:17]([CH2:18][CH:19]1[CH2:20][CH2:21][CH2:22][CH2:23]1)[Br:24])=[O:25].[H-:12].[Na+:13].[O:27]1[CH2:28][CH2:29][CH2:30][CH2:31]1.[OH2:26].[c:1]1(=[O:11])[nH:2][n:3][cH:4][c:5]2[cH:6][cH:7][cH:8][cH:9][c:10]12>>[c:1]1(=[O:11])[n:2]([CH:17]([C:16]([O:15][CH3:14])=[O:25])[CH2:18][CH:19]2[CH2:20][CH2:21][CH2:22][CH2:23]2)[n:3][cH:4][c:5]2[cH:6][cH:7][cH:8][cH:9][c:10]12. Reactants: C(C)(C)(C)O[C@H](C(=O)OC)C=1C(=NC=2N(C1C1CCCCC1)N=C(C2)C2=CC(=CC=C2)Cl)C ((S)-methyl 2-(tert-butoxy)-2-(2-(3-chlorophenyl)-7-cyclohexyl-5-methylpyrazolo[1,5-a]pyrimidin-6-yl)acetate), [OH-].[Na+] (NaOH), Cl (HCl). Solvent: CO (MeOH). Product: C(C)(C)(C)O[C@H](C(=O)O)C=1C(=NC=2N(C1C1CCCCC1)N=C(C2)C2=CC(=CC=C2)Cl)C ((S)-2-(tert-butoxy)-2-(2-(3-chlorophenyl)-7-cyclohexyl-5-methylpyrazolo[1,5-a]pyrimidin-6-yl)acetic acid). Yield: 90.2%. RXN SMILES: [C:1]([O:5][C@@H:6]([C:11]1[C:12]([CH3:33])=[N:13][C:14]2[N:15]([N:23]=[C:24]([C:26]3[CH:31]=[CH:30][CH:29]=[C:28]([Cl:32])[CH:27]=3)[CH:25]=2)[C:16]=1[CH:17]1[CH2:22][CH2:21][CH2:20][CH2:19][CH2:18]1)[C:7]([O:9]C)=[O:8])([CH3:4])([CH3:3])[CH3:2].[OH-].[Na+].Cl>CO>[C:1]([O:5][C@@H:6]([C:11]1[C:12]([CH3:33])=[N:13][C:14]2[N:15]([N:23]=[C:24]([C:26]3[CH:31]=[CH:30][CH:29]=[C:28]([Cl:32])[CH:27]=3)[CH:25]=2)[C:16]=1[CH:17]1[CH2:18][CH2:19][CH2:20][CH2:21][CH2:22]1)[C:7]([OH:9])=[O:8])([CH3:4])([CH3:3])[CH3:2] |f:1.2|. Procedure: A solution of (S)-methyl 2-(tert-butoxy)-2-(2-(3-chlorophenyl)-7-cyclohexyl-5-methylpyrazolo[1,5-a]pyrimidin-6-yl)acetate (0.048 g, 0.102 mmol) and 1M NaOH (1.021 ml, 1.021 mmol) in MeOH (5 mL) was heated at reflux for h. Then, cooled, neutralized with 1M HCl (0.8 mL), concentrated and the residue was taken up in Et2O (25 mL), washed with water (5 mL), brine (5 mL), dried (MgSO4), filtered and concentrated to give (S)-2-(tert-butoxy)-2-(2-(3-chlorophenyl)-7-cyclohexyl-5-methylpyrazolo[1,5-a]pyri... Starting materials: C(C)OC=1C=C2CCC(NC2=CC1)=O (6-ethoxy-3,4-dihydroquinolin-2(1H)-one), N(=O)[O-].[Na+] (NaNO2). Run in C(=O)(C(F)(F)F)O (TFA). Run at time 4 hour. Product: C(C)OC=1C=C2CCC(NC2=CC1[N+](=O)[O-])=O (6-(ethyloxy)-7-nitro-3,4-dihydro-2(1H)-quinolinone). The yield is 77.1%. RXN SMILES: [CH2:1]([O:3][C:4]1[CH:5]=[C:6]2[C:11](=[CH:12][CH:13]=1)[NH:10][C:9](=[O:14])[CH2:8][CH2:7]2)[CH3:2].[N:15]([O-:17])=[O:16].[Na+]>C(O)(C(F)(F)F)=O>[CH2:1]([O:3][C:4]1[CH:5]=[C:6]2[C:11](=[CH:12][C:13]=1[N+:15]([O-:17])=[O:16])[NH:10][C:9](=[O:14])[CH2:8][CH2:7]2)[CH3:2] |f:1.2|. Procedure: To the solution of 6-ethoxy-3,4-dihydroquinolin-2(1H)-one (72.3 g, 0.38 mol, 1 equiv) in TFA (800 mL) was added NaNO2 (33.7 g, 0.496 mol, 1.3 equiv) at 0° C. The solution was allowed to warm to room temperature and stirring was continued for 4 hours. The mixture was poured into ice and the yellow precipitate was isolated via filtration and dried under high vacuum at 50° C. The crude product was recrystallized from ethyl acetate to afford 6-(ethyloxy)-7-nitro-3,4-dihydro-2(1H)-quinolinone (69.2 g... Starting materials: N1(C=NC=C1)C(CCCCCCCCCCCC#N)CCCCC (13-(1H-imidazol-1-yl)octadecanenitrile), CCO (EtOH), [OH-].[Na+] (NaOH). Run in O (water). The product is N1(C=NC=C1)C(CCCCCCCCCCCC(=O)O)CCCCC (13-(1H-imidazol-1-yl)octadecanoic acid). Isolated yield 81.0%. RXN SMILES: [N:1]1([CH:6]([CH2:20][CH2:21][CH2:22][CH2:23][CH3:24])[CH2:7][CH2:8][CH2:9][CH2:10][CH2:11][CH2:12][CH2:13][CH2:14][CH2:15][CH2:16]CC#N)[CH:5]=[CH:4][N:3]=[CH:2]1.[OH-:25].[Na+].[CH3:27][CH2:28][OH:29]>O>[N:1]1([CH:6]([CH2:20][CH2:21][CH2:22][CH2:23][CH3:24])[CH2:7][CH2:8][CH2:9][CH2:10][CH2:11][CH2:12][CH2:13][CH2:14][CH2:15][CH2:16][CH2:27][C:28]([OH:25])=[O:29])[CH:5]=[CH:4][N:3]=[CH:2]1 |f:1.2|. Procedure details: 13-(1H-imidazol-1-yl)octadecanenitrile (550 mg, 1.66 mmol) was dissolved in EtOH (10 ml) and water (5 ml), to which was then added NaOH (332 mg, 8.30 mmol) and the mixture refluxed for 16 hr. The reaction mixture was then concentrated and acidified with 1N HCl, extracted with DCM, washed with brine solution, dried over MgSO4 and concentrated. The crude product was purified by silica gel column (4% MeOH in DCM) to give 13-(1H-imidazol-1-yl)octadecanoic acid as a thick oil (470 mg, 81%).